Dataset: the Open Reaction Database (ORD), a public repository of structured organic reaction records. Task: describe an organic reaction: reactants, conditions, products, and yield The reactants are NC=1C=C(C=CC1)C=1C2=C(N=CN1)NC=C2C(=O)OCC (ethyl 4-(3-aminophenyl)-7H-pyrrolo[2,3-d]pyrimidine-5-carboxylate), CCN(C(C)C)C(C)C (DIPEA), ClCCS(=O)(=O)Cl (2-chloroethanesulfonyl chloride). Solvent: C(Cl)Cl (DCM). Conditions: time 15 hour. The product is C(=C)S(=O)(=O)NC=1C=C(C=CC1)C=1C2=C(N=CN1)NC=C2C(=O)OCC (Ethyl 4-{3-[(ethenylsulfonyl)amino]phenyl}-7H-pyrrolo[2,3-d]pyrimidine-5-carboxylate). As a reaction SMILES: [NH2:1][C:2]1[CH:3]=[C:4]([C:8]2[C:9]3[C:16]([C:17]([O:19][CH2:20][CH3:21])=[O:18])=[CH:15][NH:14][C:10]=3[N:11]=[CH:12][N:13]=2)[CH:5]=[CH:6][CH:7]=1.CCN(C(C)C)C(C)C.Cl[CH2:32][CH2:33][S:34](Cl)(=[O:36])=[O:35]>C(Cl)Cl>[CH:33]([S:34]([NH:1][C:2]1[CH:3]=[C:4]([C:8]2[C:9]3[C:16]([C:17]([O:19][CH2:20][CH3:21])=[O:18])=[CH:15][NH:14][C:10]=3[N:11]=[CH:12][N:13]=2)[CH:5]=[CH:6][CH:7]=1)(=[O:36])=[O:35])=[CH2:32]. Procedure details: To ethyl 4-(3-aminophenyl)-7H-pyrrolo[2,3-d]pyrimidine-5-carboxylate (60 mg, 0.21 mmol) was added DCM (1.1 mL) and DIPEA (45 μL, 0.26 mmol) at 0° C. Then 2-chloroethanesulfonyl chloride (68 mg, 0.42 mmol) was added and the reaction was stirred vigorously for 15 hours before being quenched by pouring into a separatory funnel containing aqueous sodium hydrogen carbonate (20%). The aqueous layer was then extracted with ethyl acetate (×3) and the organic layers were combined, dried with Na2SO4, filt... Reactants: O=C(O)C(F)(F)F, COc1cccc(CCc2ccc(C(=O)OC(C)(C)C)c(Nc3ccc4sccc4c3)c2)c1. The product is COc1cccc(CCc2ccc(C(=O)O)c(Nc3ccc4sccc4c3)c2)c1. As a reaction SMILES: [OH:34][C:35]([C:36]([F:37])([F:38])[F:39])=[O:40].[s:1]1[cH:2][cH:3][c:4]2[c:5]1[cH:6][cH:7][c:8]([NH:10][c:11]1[c:12]([C:13](=[O:14])[O:15][C:16]([CH3:17])([CH3:18])[CH3:19])[cH:20][cH:21][c:22]([CH2:24][CH2:25][c:26]3[cH:27][c:28]([O:32][CH3:33])[cH:29][cH:30][cH:31]3)[cH:23]1)[cH:9]2>>[s:1]1[cH:2][cH:3][c:4]2[c:5]1[cH:6][cH:7][c:8]([NH:10][c:11]1[c:12]([C:13](=[O:14])[OH:15])[cH:20][cH:21][c:22]([CH2:24][CH2:25][c:26]3[cH:27][c:28]([O:32][CH3:33])[cH:29][cH:30][cH:31]3)[cH:23]1)[cH:9]2.